From a dataset of the Open Reaction Database (ORD), a public repository of structured organic reaction records. describe an organic reaction: reactants, conditions, products, and yield Starting materials: ClCCl, CCCNC(=O)c1ccc(C)c(-c2nc(S(C)=O)nc3c2CNC(=O)N3c2c(F)cccc2F)c1, C1CCN(C2CCNCC2)C1. Product: CCCNC(=O)c1ccc(C)c(-c2nc(N3CCC(N4CCCC4)CC3)nc3c2CNC(=O)N3c2c(F)cccc2F)c1. As a reaction SMILES: [Cl:47][CH2:48][Cl:49].[F:1][c:2]1[c:3]([N:9]2[C:10](=[O:35])[NH:11][CH2:12][c:13]3[c:14]2[n:15][c:16]([S:32]([CH3:33])=[O:34])[n:17][c:18]3-[c:19]2[cH:20][c:21]([C:22](=[O:23])[NH:24][CH2:25][CH2:26][CH3:27])[cH:28][cH:29][c:30]2[CH3:31])[c:4]([F:8])[cH:5][cH:6][cH:7]1.[N:36]1([CH:41]2[CH2:42][CH2:43][NH:44][CH2:45][CH2:46]2)[CH2:37][CH2:38][CH2:39][CH2:40]1>>[F:1][c:2]1[c:3]([N:9]2[C:10](=[O:35])[NH:11][CH2:12][c:13]3[c:14]2[n:15][c:16]([N:44]2[CH2:43][CH2:42][CH:41]([N:36]4[CH2:37][CH2:38][CH2:39][CH2:40]4)[CH2:46][CH2:45]2)[n:17][c:18]3-[c:19]2[cH:20][c:21]([C:22](=[O:23])[NH:24][CH2:25][CH2:26][CH3:27])[cH:28][cH:29][c:30]2[CH3:31])[c:4]([F:8])[cH:5][cH:6][cH:7]1. Starting materials: NC[C@H]1N([C@H]2C[C@H]2C1)C(=O)C=1N=C(SC1C1=CC(=CC=C1)F)C ([(1S,3S,5S)-3-aminomethyl-2-aza-bicyclo[3.1.0]hex-2-yl]-[5-(3-fluoro-phenyl)-2-methyl-thiazol-4-yl]-methanone), FC=1C=C(C2=C(COCO2)C1)C(=O)O (6-fluoro-4H-benzo[1,3]dioxine-8-carboxylic acid). Yields the product FC=1C=C(C=CC1)C1=C(N=C(S1)C)C(=O)N1[C@H]2C[C@H]2C[C@H]1CNC(=O)C1=CC(=CC=2COCOC21)F (6-fluoro-4H-benzo[1,3]dioxine-8-carboxylic acid {(1S,3S,5S)-2-[5-(3-fluoro-phenyl)-2-methyl-thiazole-4-carbonyl]-2-aza-bicyclo[3.1.0]hex-3-ylmethyl}-amide). Reaction SMILES: [NH2:1][CH2:2][C@@H:3]1[CH2:8][C@H:7]2[C@H:5]([CH2:6]2)[N:4]1[C:9]([C:11]1[N:12]=[C:13]([CH3:23])[S:14][C:15]=1[C:16]1[CH:21]=[CH:20][CH:19]=[C:18]([F:22])[CH:17]=1)=[O:10].[F:24][C:25]1[CH:26]=[C:27]([C:35](O)=[O:36])[C:28]2[O:33][CH2:32][O:31][CH2:30][C:29]=2[CH:34]=1>>[F:22][C:18]1[CH:17]=[C:16]([C:15]2[S:14][C:13]([CH3:23])=[N:12][C:11]=2[C:9]([N:4]2[C@H:3]([CH2:2][NH:1][C:35]([C:27]3[C:28]4[O:33][CH2:32][O:31][CH2:30][C:29]=4[CH:34]=[C:25]([F:24])[CH:26]=3)=[O:36])[CH2:8][C@H:7]3[C@@H:5]2[CH2:6]3)=[O:10])[CH:21]=[CH:20][CH:19]=1. Reported procedure: prepared by reaction of [(1S,3S,5S)-3-aminomethyl-2-aza-bicyclo[3.1.0]hex-2-yl]-[5-(3-fluoro-phenyl)-2-methyl-thiazol-4-yl]-methanone with 6-fluoro-4H-benzo[1,3]dioxine-8-carboxylic acid. LC-MS (basic): tR=0.89 min; [M+H]+=512.1.